From a dataset of the Open Reaction Database (ORD), a public repository of structured organic reaction records. describe an organic reaction: reactants, conditions, products, and yield The reactants are CC(=O)C.OS(=O)(=O)O.O=[Cr](=O)=O (Jones Reagent), solution, OC(C#CC(=O)O)CCC1=CC=CC=C1 (4-hydroxy-6-phenylhex-2-ynoic acid). The solvent is S(O)(O)(=O)=O (sulphuric acid), CC(=O)C (acetone). Yields the product O=C(C#CC(=O)O)CCC1=CC=CC=C1 (4-Keto-6-phenylhex-2-ynoic acid). As a reaction SMILES: CC(C)=O.OS(O)(=O)=O.O=[Cr](=O)=O.[OH:14][CH:15]([CH2:21][CH2:22][C:23]1[CH:28]=[CH:27][CH:26]=[CH:25][CH:24]=1)[C:16]#[C:17][C:18]([OH:20])=[O:19]>S(=O)(=O)(O)O.CC(C)=O>[O:14]=[C:15]([CH2:21][CH2:22][C:23]1[CH:24]=[CH:25][CH:26]=[CH:27][CH:28]=1)[C:16]#[C:17][C:18]([OH:20])=[O:19] |f:0.1.2|. Procedure: A solution of Jones Reagent (a 2.67M solution in sulphuric acid; 2.07 ml, 5.5 mmol) was added dropwise to a solution of 4-hydroxy-6-phenylhex-2-ynoic acid (750 mg, 3.7 mmol) in acetone (12 ml) at 0° and the reaction mixture was maintained at 0° for 70 minutes. The mixture was quenched with ethanol (2 ml) and extracted with ethyl ether. Evaporation of the dried (magnesium sulphate) extracts gave the title acid as a yellow oil which was used directly in the next step. The reactants are C(C1=CC=CC=C1)OC(N(C1=CN=C2N(C1=O)[C@@H](C[C@@]2(C)N=[N+]=[N-])C(=O)N(C2=CC=CC=C2)C(=O)OC(C)(C)C)CC=C)=O ((6S,8R)-allyl-[8-azido-6-(tert-butoxycarbonyl-phenyl-aminocarbonyl)-8-methyl-4-oxo-4,6,7,8-tetrahydro-pyrrolo[1,2-a]pyrimidin-3-yl]-carbamic acid benzyl ester), C(C)(C)(C)OC(C[C@@]1(C[C@@H](N2C1=NC=C(C2=O)N(C(=O)OCC2=CC=CC=C2)CC=C)C(NC2=CC=CC=C2)=O)C)=O ((6R,8S)-[3-(allyl-benzyloxycarbonyl-amino)-8-methyl-4-oxo-6-phenylcarbamoyl-4,6,7,8-tetrahydro-pyrrolo[1,2-a]pyrimidin-8-yl]-acetic acid tert-butyl ester). Yields the product C(C)(C)(C)OC(C[C@@]1(C[C@@H](N2C1=NC=C(C2=O)N(C(=O)OCC2=CC=CC=C2)CC=C)C(=O)N(C2=CC=CC=C2)C(=O)OC(C)(C)C)C)=O ((6R,8S)-[3-(allyl-benzyloxycarbonyl-amino)-6-(tert-butoxycarbonyl-phenyl-aminocarbonyl)-8-methyl-4-oxo-4,6,7,8-tetrahydro-pyrrolo[1,2-a]pyrimidin-8-yl]-acetic acid tert-butyl ester). The yield is 82.0%. RXN SMILES: [CH2:1]([O:8][C:9](=[O:44])[N:10]([CH2:41][CH:42]=[CH2:43])[C:11]1[C:16](=[O:17])[N:15]2[C@H:18]([C:25]([N:27]([C:34]([O:36][C:37]([CH3:40])([CH3:39])[CH3:38])=[O:35])[C:28]3[CH:33]=[CH:32][CH:31]=[CH:30][CH:29]=3)=[O:26])[CH2:19][C@:20](N=[N+]=[N-])([CH3:21])[C:14]2=[N:13][CH:12]=1)[C:2]1[CH:7]=[CH:6][CH:5]=[CH:4][CH:3]=1.[C:45]([O:49][C:50](=[O:86])[CH2:51][C@@]1(C)C2=NC=C(N(CC=C)C(OCC3C=CC=CC=3)=O)C(=O)N2[C@@H](C(=O)NC2C=CC=CC=2)C1)([CH3:48])([CH3:47])[CH3:46]>>[C:45]([O:49][C:50](=[O:86])[CH2:51][C@@:20]1([CH3:21])[C:14]2=[N:13][CH:12]=[C:11]([N:10]([CH2:41][CH:42]=[CH2:43])[C:9]([O:8][CH2:1][C:2]3[CH:7]=[CH:6][CH:5]=[CH:4][CH:3]=3)=[O:44])[C:16](=[O:17])[N:15]2[C@@H:18]([C:25]([N:27]([C:34]([O:36][C:37]([CH3:40])([CH3:38])[CH3:39])=[O:35])[C:28]2[CH:33]=[CH:32][CH:31]=[CH:30][CH:29]=2)=[O:26])[CH2:19]1)([CH3:48])([CH3:47])[CH3:46]. Procedure: Following a procedure similar to that for the preparation of intermediate 18e, intermediate 38a (435.9 mg, 0.76 mmol), was protected to give 418.9 mg (82%) of intermediate 38b. MS (ESI) 673.4 (M+H+), 695.3 (M+Na+). Starting materials: CCOC(=O)C(C)(C)Oc1ccc2c(c1)C(=CCCN1CCC(O)(c3ccc(Cl)cc3)C(C)(C)C1)c1cccnc1CO2, CO, [Na+], [OH-]. Product: CC(C)(Oc1ccc2c(c1)C(=CCCN1CCC(O)(c3ccc(Cl)cc3)C(C)(C)C1)c1cccnc1CO2)C(=O)O. Reaction SMILES: [CH2:1]([CH3:2])[O:3][C:4]([C:5]([CH3:6])([CH3:7])[O:8][c:9]1[cH:10][c:11]2[c:12]([cH:41][cH:42]1)[O:13][CH2:14][c:15]1[c:16]([cH:37][cH:38][cH:39][n:40]1)[C:17]2=[CH:18][CH2:19][CH2:20][N:21]1[CH2:22][C:23]([CH3:35])([CH3:36])[C:24]([OH:27])([c:28]2[cH:29][cH:30][c:31]([Cl:34])[cH:32][cH:33]2)[CH2:25][CH2:26]1)=[O:43].[CH3:46][OH:47].[Na+:45].[OH-:44]>>[O:3]=[C:4]([C:5]([CH3:6])([CH3:7])[O:8][c:9]1[cH:10][c:11]2[c:12]([cH:41][cH:42]1)[O:13][CH2:14][c:15]1[c:16]([cH:37][cH:38][cH:39][n:40]1)[C:17]2=[CH:18][CH2:19][CH2:20][N:21]1[CH2:22][C:23]([CH3:35])([CH3:36])[C:24]([OH:27])([c:28]2[cH:29][cH:30][c:31]([Cl:34])[cH:32][cH:33]2)[CH2:25][CH2:26]1)[OH:43]. Starting materials: CC(=O)N1CCc2cc(Br)c(O)cc21, CN1CC=C(CO)CC1. The product is CC(=O)N1CCc2cc(Br)c(OCC3=CCN(C)CC3)cc21. Reaction SMILES: [C:1]([CH3:2])(=[O:3])[N:4]1[CH2:5][CH2:6][c:7]2[cH:8][c:9]([Br:14])[c:10]([OH:13])[cH:11][c:12]21.[CH3:15][N:16]1[CH2:17][CH:18]=[C:19]([CH2:22][OH:23])[CH2:20][CH2:21]1>>[C:1]([CH3:2])(=[O:3])[N:4]1[CH2:5][CH2:6][c:7]2[cH:8][c:9]([Br:14])[c:10]([O:13][CH2:22][C:19]3=[CH:18][CH2:17][N:16]([CH3:15])[CH2:21][CH2:20]3)[cH:11][c:12]21. Reactants: C(C1=CC=CC=C1)OC=1C=C2C=CN(C2=CC1OC)S(=O)(=O)C1=CC=CC=C1 (5-(benzyloxy)-6-methoxy-1-(phenylsulfonyl)-1H-indole), C(C1=CC=CC=C1)OC=1C=C2C=CN(C2=CC1OC)S(=O)(=O)C1=CC=CC=C1 (5-(benzyloxy)-6-methoxy-1-(phenylsulfonyl)-1H-indole), C1=CCCCC1 (cyclohexene), Cl (HCl). The reagents and catalysts are [Pd] (Pd/C). Run in CCO (EtOH). Reaction conditions: temperature 150 celsius. Product: COC1=C(C=C2C=CN(C2=C1)S(=O)(=O)C1=CC=CC=C1)O (6-Methoxy-1-(phenylsulfonyl)-1H-indol-5-ol). Reaction SMILES: C([O:8][C:9]1[CH:10]=[C:11]2[C:15](=[CH:16][C:17]=1[O:18][CH3:19])[N:14]([S:20]([C:23]1[CH:28]=[CH:27][CH:26]=[CH:25][CH:24]=1)(=[O:22])=[O:21])[CH:13]=[CH:12]2)C1C=CC=CC=1.C1CCCCC=1.Cl>[Pd].CCO>[CH3:19][O:18][C:17]1[CH:16]=[C:15]2[C:11]([CH:12]=[CH:13][N:14]2[S:20]([C:23]2[CH:28]=[CH:27][CH:26]=[CH:25][CH:24]=2)(=[O:22])=[O:21])=[CH:10][C:9]=1[OH:8]. Reported procedure: To 5-(benzyloxy)-6-methoxy-1-(phenylsulfonyl)-1H-indole (6.6 g, 17 mmol; Intermediate 100) and Pd/C (2 g, 30 wt %), EtOH (30 mL), cyclohexene (9 mL) and HCl (9 mL) were added. The reaction mixture was warmed to 150° C. for 5 min using microwave heating. The Pd/C was filtered off and the solvent was removed under reduced pressure to afford the title compound in quantitative yield (5 g) as a black gum. The product was used without any further purification in the next step. MS (ESI+) for C15H13NO4S... The reactants are C(C)(=O)NC(C(=O)OCC)(C(=O)OCC)CCCCCN1C(C=2C(C1=O)=CC=CC2)=O (diethyl 2-acetamido-2-(5-phthalimidopentyl)-malonate), Cl (HCl). Product: Cl.NC(C(=O)O)CCCCCN (2,7-diaminoheptanoic acid monohydrochloride). Reaction SMILES: C([NH:4][C:5]([CH2:16][CH2:17][CH2:18][CH2:19][CH2:20][N:21]1C(=O)C2=CC=CC=C2C1=O)(C(OCC)=O)[C:6]([O:8]CC)=[O:7])(=O)C.[ClH:32]>>[ClH:32].[NH2:4][CH:5]([CH2:16][CH2:17][CH2:18][CH2:19][CH2:20][NH2:21])[C:6]([OH:8])=[O:7] |f:2.3|. Reported procedure: A mixture of 14.63 g (0.34 mole) the compound 5 and 6N HCl (200 ml) was heated at reflux for five hours then cooled to precipitate the phthalic acid which was removed by filtration. The filtrate was concentrated in vacuo to remove the excess HCl, and the residue was precipitated from absolute ethanol in acetone, as an oil. The oil was dissolved in 40 ml water and charged to the top of a strong acid cation exchange column, Bio Rad AG50W-X8 (3.75 cm W×48 cm L). Following a water wash of two column...